The task is: describe an organic reaction: reactants, conditions, products, and yield. This data is from the Open Reaction Database (ORD), a public repository of structured organic reaction records. Starting materials: [Br-], N#CCC(=O)C(Cc1ccc(OCc2ccccc2)cc1)N(Cc1ccccc1)Cc1ccccc1, [Mg+]Cc1ccccc1, C1CCOC1. Yields the product NC(=CC(=O)C(Cc1ccc(OCc2ccccc2)cc1)N(Cc1ccccc1)Cc1ccccc1)Cc1ccccc1. RXN SMILES: [Br-:37].[CH2:1]([c:2]1[cH:3][cH:4][cH:5][cH:6][cH:7]1)[O:8][c:9]1[cH:10][cH:11][c:12]([CH2:15][CH:16]([C:17]([CH2:18][C:19]#[N:20])=[O:21])[N:22]([CH2:23][c:24]2[cH:25][cH:26][cH:27][cH:28][cH:29]2)[CH2:30][c:31]2[cH:32][cH:33][cH:34][cH:35][cH:36]2)[cH:13][cH:14]1.[CH2:38]([c:39]1[cH:40][cH:41][cH:42][cH:43][cH:44]1)[Mg+:45].[CH2:46]1[O:47][CH2:48][CH2:49][CH2:50]1>>[CH2:1]([c:2]1[cH:3][cH:4][cH:5][cH:6][cH:7]1)[O:8][c:9]1[cH:10][cH:11][c:12]([CH2:15][CH:16]([C:17]([CH:18]=[C:19]([NH2:20])[CH2:38][c:39]2[cH:40][cH:41][cH:42][cH:43][cH:44]2)=[O:21])[N:22]([CH2:23][c:24]2[cH:25][cH:26][cH:27][cH:28][cH:29]2)[CH2:30][c:31]2[cH:32][cH:33][cH:34][cH:35][cH:36]2)[cH:13][cH:14]1. Reactants: C1=CC(=CC(=C1)CN=C=O)CN=C=O (TAKENATE), C(CCCCCCCCCCCCCCC)O (cetyl alcohol), O=C=NC1CC(CN=C=O)(CC(C1)(C)C)C (isophorone diisocyanate), C(CCCCCCCCCCCCCCC)O (cetyl alcohol), polycaprolactone, C(CCCCCCCCCCC)(=O)[O-].C(CCC)[Sn+2]CCCC.C(CCCCCCCCCCC)(=O)[O-] (dibutyltin laurate), COC1=CC=C(O)C=C1 (hydroquinone monomethyl ether), C(O)C(CC)(CO)CO (trimethylol-propane), C(CCCCCCCCCCC)(=O)[O-].C(CCC)[Sn+2]CCCC.C(CCCCCCCCCCC)(=O)[O-] (dibutyltin laurate). Solvent: C1(=CC=CC=C1)C (toluene), C1(=CC=CC=C1)C (toluene). Conditions: temperature 40 celsius. Yields the product C(C=C)(=O)O.NC(=O)OCC (urethane acrylate). As a reaction SMILES: [CH2:1]([OH:17])[CH2:2][CH2:3]CCCCCCCCCCCCC.[O:18]=C=NC1CC(C)(C)CC(C)(CN=C=O)C1.C(C(CO)(CO)CC)O.C1C=C(C[N:50]=[C:51]=[O:52])C=C(CN=C=O)C=1.C([O-])(=O)CCCCCCCCCCC.C([Sn+2]CCCC)CCC.C([O-])(=O)CCCCCCCCCCC.COC1C=CC(O)=CC=1>C1(C)C=CC=CC=1>[C:1]([OH:17])(=[O:18])[CH:2]=[CH2:3].[NH2:50][C:51]([O:17][CH2:1][CH3:2])=[O:52] |f:4.5.6,9.10|. Procedure details: Into a flask similar to the flask in Synthesis Example 1 were charged 29.8 parts of toluene and 4.1 parts of cetyl alcohol (NAA-44), followed by heating of the mixture to 40° C. After the confirmation of thorough dissolution of cetyl alcohol, 50 parts of isophorone diisocyanate subjected to trimethylol-propane adduct modification (“TAKENATE D-140N” a trade name of Takeda Chemical Industries, Ltd., N.V.: 75, NCO %: 10.8) were charged and the mixture was heated to 70° C. After 30 minutes of the re... Starting materials: C(C1=CC=CC=C1)OP(=O)(OCC1=CC=CC=C1)OC1=CC(=C(C=C1)C(C)C)OP(=O)(OCC1=CC=CC=C1)OCC1=CC=CC=C1 (1,3-bis(dibenzylphosphonooxy)-4-isopropylbenzene). Reagents/catalysts: [C].[Pd] (palladium-carbon). Run in C(C)O (ethanol). Run at time 14 hour. Yields the product P(=O)(O)(O)OC1=CC(=C(C=C1)C(C)C)OP(=O)(O)O (1,3-Bisphosphonooxy-4-isopropylbenzene). Isolated yield 99.0%. Reaction SMILES: C([O:8][P:9]([O:19][C:20]1[CH:25]=[CH:24][C:23]([CH:26]([CH3:28])[CH3:27])=[C:22]([O:29][P:30]([O:40]CC2C=CC=CC=2)([O:32]CC2C=CC=CC=2)=[O:31])[CH:21]=1)([O:11]CC1C=CC=CC=1)=[O:10])C1C=CC=CC=1>[C].[Pd].C(O)C>[P:9]([O:19][C:20]1[CH:25]=[CH:24][C:23]([CH:26]([CH3:28])[CH3:27])=[C:22]([O:29][P:30]([OH:32])([OH:40])=[O:31])[CH:21]=1)([OH:11])([OH:10])=[O:8] |f:1.2|. Procedure details: To an ethanol solution (10 ml) of 1,3-bis(dibenzylphosphonooxy)-4-isopropylbenzene (1.01 g), 5% palladium-carbon (50% water-containing product) (109 mg) was added and stirred under a hydrogen atmosphere at room temperature for 14 hours. After the removal of the catalyst by filtration, the filtrate was concentrated, to give the title compound (464 mg, yield: 100%) as a yellow paste. The reactants are ClCCl, CC1(C)CC(c2cccc(N)c2)Nc2ccc(C#N)cc21, c1ccncc1, O=S(=O)(Cl)c1cccnc1. Product: CC1(C)CC(c2cccc(NS(=O)(=O)c3cccnc3)c2)Nc2ccc(C#N)cc21. As a reaction SMILES: [Cl:38][CH2:39][Cl:40].[NH2:11][c:12]1[cH:13][c:14]([CH:18]2[NH:19][c:20]3[cH:21][cH:22][c:23]([C:30]#[N:31])[cH:24][c:25]3[C:26]([CH3:28])([CH3:29])[CH2:27]2)[cH:15][cH:16][cH:17]1.[cH:32]1[cH:33][cH:34][n:35][cH:36][cH:37]1.[n:1]1[cH:2][c:3]([S:7](=[O:8])(=[O:9])[Cl:10])[cH:4][cH:5][cH:6]1>>[n:1]1[cH:2][c:3]([S:7](=[O:8])(=[O:9])[NH:11][c:12]2[cH:13][c:14]([CH:18]3[NH:19][c:20]4[cH:21][cH:22][c:23]([C:30]#[N:31])[cH:24][c:25]4[C:26]([CH3:28])([CH3:29])[CH2:27]3)[cH:15][cH:16][cH:17]2)[cH:4][cH:5][cH:6]1. Reactants: S1C=CC=C1 (Thiophene), C1(CCC(=O)O1)=O (succinic anhydride). The product is S1C(=CC=C1)C(CCC(=O)O)=O (4-(2-thienyl)-4-oxobutyric acid). Reaction SMILES: [S:1]1[CH:5]=[CH:4][CH:3]=[CH:2]1.[C:6]1(=[O:12])[O:11][C:9](=[O:10])[CH2:8][CH2:7]1>>[S:1]1[CH:5]=[CH:4][CH:3]=[C:2]1[C:6](=[O:12])[CH2:7][CH2:8][C:9]([OH:11])=[O:10]. Procedure details: Thiophene (a) is reacted with succinic anhydride (c) under Friedel-Crafts reaction conditions to afford 4-(2-thienyl)-4-oxobutyric acid (XII). Substitution of benzene (b) in the above reaction affords 4-phenyl-4-oxobutyric acid (XVII). ##STR18## The oxobutyric acids of formulas (XII) and (XVII) obtained in Step 1 above, are reacted with a suitable 1,2-dithiol (d), R3 and R4 are each either hydrogen or methyl, in an aromatic solvent such as benzene, toluene or xylene, in the presence of catalytic... The reactants are C(C1=CC=CC=C1)[C@@H](C(=O)O)COC(C)=O ((R)-2-benzyl-3-acetoxypropanoic acid), [OH-].[Li+] (lithium hydroxide). Product: C(C1=CC=CC=C1)[C@@H](C(=O)O)CO ((R)-2-Benzyl-3-hydroxypropanoic acid). Reaction SMILES: [CH2:1]([C@H:8]([CH2:12][O:13]C(=O)C)[C:9]([OH:11])=[O:10])[C:2]1[CH:7]=[CH:6][CH:5]=[CH:4][CH:3]=1.[OH-].[Li+]>>[CH2:1]([C@H:8]([CH2:12][OH:13])[C:9]([OH:11])=[O:10])[C:2]1[CH:7]=[CH:6][CH:5]=[CH:4][CH:3]=1 |f:1.2|. Procedure details: The product of stage c above is treated with aqueous lithium hydroxide solution as described in Example 1, stage d. Starting materials: C1CCCC=2C3=CC=CC=C3CC12 (tetrahydofluorene), C(CCC)[Li] (n-butyl lithium). The solvent is CCCCC (pentane). Conditions: time 8 hour. Product: [CH-]1CCCC=2C3=CC=CC=C3CC12.[Li+] (lithium tetrahydrofluorenide). Yield: 70.0%. RXN SMILES: [CH2:1]1[C:13]2[CH2:12][C:11]3[C:6](=[CH:7][CH:8]=[CH:9][CH:10]=3)[C:5]=2[CH2:4][CH2:3][CH2:2]1.C([Li:18])CCC>CCCCC>[CH-:10]1[C:11]2[CH2:12][C:13]3[C:5](=[CH:4][CH:3]=[CH:2][CH:1]=3)[C:6]=2[CH2:7][CH2:8][CH2:9]1.[Li+:18] |f:3.4|. Procedure details: 10 g of tetrahydofluorene (59 mmol) was dissolved in 75 ml of pentane. To this solution 21 ml of n-butyl lithium (n-BuLi) (2.65M) was added dropwise over a 20 min period. The solution was stirred overnight with deposition of a white solid. The solid was collected by filtration, washed with pentane and dried under reduced pressure to give 7.14 g (70 percent yield) of product. As a reaction SMILES: [CH3:1][C:2]([CH3:4])=O.[ClH:5].[F:6][C:7]([F:11])([F:10])[CH2:8][NH2:9].CC(O)=O.C(O[BH-](OC(=O)C)OC(=O)C)(=O)C.[Na+]>C(Cl)Cl>[ClH:5].[F:6][C:7]([F:11])([F:10])[CH2:8][NH:9][CH:2]([CH3:4])[CH3:1] |f:1.2,4.5,7.8|. Reactants: C(C)(=O)O[BH-](OC(C)=O)OC(C)=O.[Na+] (sodium triacetoxyborohydride), CC(=O)C (acetone), Cl.FC(CN)(F)F (2,2,2-trifluoroethylamine hydrochloride), CC(=O)O (AcOH). Procedure details: After briskly stirring a mixture of acetone (1.10 ml; 15 mmol), 2,2,2-trifluoroethylamine hydrochloride (1 g; 7.4 mmol), AcOH (2 ml) and 3 Å molecular sieves (5 g) in 30 ml of CH2Cl2 for 2 hour at room temperature, sodium triacetoxyborohydride (3.20 g; 15 mmol) was added. After stirring 18 hours at room temperature, the reaction mixture was filtered through celite and 5 ml of ethereal HCl were added. After removing the volatiles in vacuo the residue was partitioned between ether (100 ml) and 1N ... Yield: 65.1%. The product is Cl.FC(CNC(C)C)(F)F (2,2,2-Trifluoro-N-(1-methylethyl)ethanamine, hydrochloride). Solvent: C(Cl)Cl (CH2Cl2). Reactants: ClC=1C=CC(=C(C(C=CC2=CC=CC=C2)=O)C1)O (5'-Chloro-2'-hydroxychalcone), [OH-].[Na+] (sodium hydroxide). The solvent is C(C)O (ethanol). Conditions: time 4 hour. The product is ClC=1C=C2C(CC(OC2=CC1)C1=CC=CC=C1)=O (6-chloroflavanone). RXN SMILES: [Cl:1][C:2]1[CH:3]=[CH:4][C:5]([OH:18])=[C:6]([CH:17]=1)[C:7](=[O:16])[CH:8]=[CH:9][C:10]1[CH:15]=[CH:14][CH:13]=[CH:12][CH:11]=1.[OH-].[Na+]>C(O)C>[Cl:1][C:2]1[CH:17]=[C:6]2[C:5](=[CH:4][CH:3]=1)[O:18][CH:9]([C:10]1[CH:15]=[CH:14][CH:13]=[CH:12][CH:11]=1)[CH2:8][C:7]2=[O:16] |f:1.2|. Reported procedure: 5'-Chloro-2'-hydroxychalcone (25.0 g) was dissolved in ethanol (125 ml.) and and aqueous solution of 1.5% sodium hydroxide (375 ml.) was added. The mixture was stirred at room temperature for 4 hrs. and the solid filtered off, washed with water and dried to give 6-chloroflavanone (16.65. g), mp. 90°-93° C. A sample recrystallised from 60°-80° C. petroleum ether had m.pt 95°-96° C. The flavanone (4.0 g) was dissolved in acetic acid (160 ml.) and concentrated hydrochloric acid (20 ml.) and added t...